This data is from the Open Reaction Database (ORD), a public repository of structured organic reaction records. The task is: describe an organic reaction: reactants, conditions, products, and yield As a reaction SMILES: [CH2:1]([C:4]1[N:8]([CH2:9][C:10]2[CH:15]=[CH:14][C:13]([C:16]3[CH:21]=[CH:20][N:19]=[CH:18][C:17]=3[C:22]#[N:23])=[CH:12][CH:11]=2)[C:7]2[CH:24]=[CH:25][CH:26]=[C:27]([CH3:28])[C:6]=2[N:5]=1)[CH2:2][CH3:3].[Sn]([N:33]=[N+:34]=[N-:35])(C)(C)C>C1(C)C=CC=CC=1>[CH2:1]([C:4]1[N:8]([CH2:9][C:10]2[CH:15]=[CH:14][C:13]([C:16]3[CH:21]=[CH:20][N:19]=[CH:18][C:17]=3[C:22]3[NH:35][N:34]=[N:33][N:23]=3)=[CH:12][CH:11]=2)[C:7]2[CH:24]=[CH:25][CH:26]=[C:27]([CH3:28])[C:6]=2[N:5]=1)[CH2:2][CH3:3]. Product: C(CC)C1=NC2=C(N1CC1=CC=C(C=C1)C1=C(C=NC=C1)C1=NN=NN1)C=CC=C2C (2-propyl-4-methyl-1-[4-[3-(1H-tetrazol-5-yl)-4-pyridinyl]phenyl]methylbenzimidazole). Starting materials: C(CC)C1=NC2=C(N1CC1=CC=C(C=C1)C1=C(C=NC=C1)C#N)C=CC=C2C (2-propyl-4-methyl-1-[4-[3-cyano-4-pyridinyl]phenyl]methylbenzimidazole), [Sn](C)(C)(C)N=[N+]=[N-] (Me3SnN3). Reported procedure: The title compound may be prepared by treatment of 2-propyl-4-methyl-1-[4-[3-cyano-4-pyridinyl]phenyl]methylbenzimidazole with one or more equivalents of Me3SnN3 in toluene at reflux over a period of 1-3 days. The title compound may be purified in a manner similar to that stated in Example 1, Step F. Solvent: C1(=CC=CC=C1)C (toluene). The reactants are CCCC(C(=O)OC)c1c(C)nc2cc(C(C)(C)C)nn2c1-c1cccc(O)c1, CO, [Na+], [OH-], O. Product: CCCC(C(=O)O)c1c(C)nc2cc(C(C)(C)C)nn2c1-c1cccc(O)c1. As a reaction SMILES: [C:1]([CH3:2])([CH3:3])([CH3:4])[c:5]1[n:6][n:7]2[c:8]([n:9][c:10]([CH3:28])[c:11]([CH:20]([C:21](=[O:22])[O:23][CH3:24])[CH2:25][CH2:26][CH3:27])[c:12]2-[c:13]2[cH:14][c:15]([OH:19])[cH:16][cH:17][cH:18]2)[cH:29]1.[CH3:33][OH:34].[Na+:31].[OH-:30].[OH2:32]>>[C:1]([CH3:2])([CH3:3])([CH3:4])[c:5]1[n:6][n:7]2[c:8]([n:9][c:10]([CH3:28])[c:11]([CH:20]([C:21](=[O:22])[OH:23])[CH2:25][CH2:26][CH3:27])[c:12]2-[c:13]2[cH:14][c:15]([OH:19])[cH:16][cH:17][cH:18]2)[cH:29]1. Starting materials: O(C1=CC=CC=C1)CC(CNCCNC(C1=C(C=CC(=C1)OCC1=CC=CC=C1)OCC1=CC=CC=C1)=O)O (1-phenoxy-3-β-(2,5-dibenzyloxybenzamido)ethylamino-2-propanol), O(C1=CC=CC=C1)CC(CNCCNC(C1=CC(=C(C=C1)OCC1=CC=CC=C1)OCC1=CC=CC=C1)=O)O (1-phenoxy-3-β-(3,4-dibenzyloxybenzamido)ethylamino-2-propanol). Reported procedure: The process described in Example 12 is repeated except that 1-phenoxy-3-β-(2,5-dibenzyloxybenzamido)ethylamino-2-propanol (oxalate m.p. 176°-178° C.; prepared as described in Example 1 from β-(2,5-dibenzyloxybenzamido)ethylamine, m.p. 96°-98° C.) or 1-phenoxy-3-β-(3,4-dibenzyloxybenzamido)ethylamino-2-propanol (Example 6) is used as starting material. There are thus obtained respectively 1-phenoxy-3-β-(2,5-dihydroxybenzamido)ethylamino-2-propanol (hemioxalate m.p. 195°-197° C. after crystallisat... RXN SMILES: [O:1]([CH2:8][CH:9]([OH:39])[CH2:10][NH:11][CH2:12][CH2:13][NH:14][C:15](=[O:38])[C:16]1[CH:21]=[C:20]([O:22]CC2C=CC=CC=2)[CH:19]=[CH:18][C:17]=1[O:30]CC1C=CC=CC=1)[C:2]1[CH:7]=[CH:6][CH:5]=[CH:4][CH:3]=1.O(CC(O)CNCCNC(=O)C1C=CC(OCC2C=CC=CC=2)=C(OCC2C=CC=CC=2)C=1)C1C=CC=CC=1>>[O:1]([CH2:8][CH:9]([OH:39])[CH2:10][NH:11][CH2:12][CH2:13][NH:14][C:15](=[O:38])[C:16]1[CH:21]=[C:20]([OH:22])[CH:19]=[CH:18][C:17]=1[OH:30])[C:2]1[CH:7]=[CH:6][CH:5]=[CH:4][CH:3]=1. The product is O(C1=CC=CC=C1)CC(CNCCNC(C1=C(C=CC(=C1)O)O)=O)O (1-phenoxy-3-β-(2,5-dihydroxybenzamido)ethylamino-2-propanol). Reactants: NC1=NNC2=C1C(N(C=C2C2=NC(=NC(=C2)N2CCN(CC2)CCO[Si](C)(C)C(C)(C)C)C)C2=C(C=CC=C2)C)=O (3-amino-7-(6-(4-(2-((tert-butyl(dimethyl)silyl)oxy)ethyl)piperazin-1-yl)-2-methylpyrimidin-4-yl)-5-(2-methylphenyl)-1,5-dihydro-4H-pyrazolo[4,3-c]pyridin-4-one), O1CCCC1.[F-].C(CCC)[N+](CCCC)(CCCC)CCCC (tetrabutylammonium fluoride tetrahydrofuran), O (water). Solvent: O1CCCC1 (tetrahydrofuran). Run at time 8 hour. Product: NC1=NNC2=C1C(N(C=C2C2=NC(=NC(=C2)N2CCN(CC2)CCO)C)C2=C(C=CC=C2)C)=O (3-amino-7-(6-(4-(2-hydroxyethyl)piperazin-1-yl)-2-methylpyrimidin-4-yl)-5-(2-methylphenyl)-1,5-dihydro-4H-pyrazolo[4,3-c]pyridin-4-one). Isolated yield 32.0%. Reaction SMILES: [NH2:1][C:2]1[C:6]2[C:7](=[O:41])[N:8]([C:34]3[CH:39]=[CH:38][CH:37]=[CH:36][C:35]=3[CH3:40])[CH:9]=[C:10]([C:11]3[CH:16]=[C:15]([N:17]4[CH2:22][CH2:21][N:20]([CH2:23][CH2:24][O:25][Si](C(C)(C)C)(C)C)[CH2:19][CH2:18]4)[N:14]=[C:13]([CH3:33])[N:12]=3)[C:5]=2[NH:4][N:3]=1.O1CCCC1.[F-].C([N+](CCCC)(CCCC)CCCC)CCC.O>O1CCCC1>[NH2:1][C:2]1[C:6]2[C:7](=[O:41])[N:8]([C:34]3[CH:39]=[CH:38][CH:37]=[CH:36][C:35]=3[CH3:40])[CH:9]=[C:10]([C:11]3[CH:16]=[C:15]([N:17]4[CH2:22][CH2:21][N:20]([CH2:23][CH2:24][OH:25])[CH2:19][CH2:18]4)[N:14]=[C:13]([CH3:33])[N:12]=3)[C:5]=2[NH:4][N:3]=1 |f:1.2.3|. Reported procedure: To a solution of 3-amino-7-(6-(4-(2-((tert-butyl(dimethyl)silyl)oxy)ethyl)piperazin-1-yl)-2-methylpyrimidin-4-yl)-5-(2-methylphenyl)-1,5-dihydro-4H-pyrazolo[4,3-c]pyridin-4-one obtained in Step C (195 mg) in tetrahydrofuran (2.0 mL) was added tetrabutylammonium fluoride tetrahydrofuran solution (1 M, 0.679 mL) at room temperature, and the mixture was stirred overnight. The reaction mixture was poured into water, and the mixture was extracted with ethyl acetate. The extract was washed with water ... Starting materials: CC(C)(C)NS(=O)(=O)c1cccc(Br)c1, O=C([O-])[O-], Cc1cnc(Cl)nc1N, ClCCl, [Cs+], [Cs+], C1COCCO1, O=C(C=Cc1ccccc1)C=Cc1ccccc1, O=C(C=Cc1ccccc1)C=Cc1ccccc1, O=C(C=Cc1ccccc1)C=Cc1ccccc1, [Pd], [Pd]. Product: Cc1cnc(Cl)nc1Nc1cccc(S(=O)(=O)NC(C)(C)C)c1. As a reaction SMILES: [Br:10][c:11]1[cH:12][c:13]([S:17](=[O:18])(=[O:19])[NH:20][C:21]([CH3:22])([CH3:23])[CH3:24])[cH:14][cH:15][cH:16]1.[C:25](=[O:26])([O-:27])[O-:28].[Cl:1][c:2]1[n:3][cH:4][c:5]([CH3:9])[c:6]([NH2:8])[n:7]1.[Cl:37][CH2:38][Cl:39].[Cs+:29].[Cs+:30].[O:31]1[CH2:32][CH2:33][O:34][CH2:35][CH2:36]1.[O:42]=[C:43]([CH:44]=[CH:45][c:46]1[cH:47][cH:48][cH:49][cH:50][cH:51]1)[CH:52]=[CH:53][c:54]1[cH:55][cH:56][cH:57][cH:58][cH:59]1.[O:60]=[C:61]([CH:62]=[CH:63][c:64]1[cH:65][cH:66][cH:67][cH:68][cH:69]1)[CH:70]=[CH:71][c:72]1[cH:73][cH:74][cH:75][cH:76][cH:77]1.[O:78]=[C:79]([CH:80]=[CH:81][c:82]1[cH:83][cH:84][cH:85][cH:86][cH:87]1)[CH:88]=[CH:89][c:90]1[cH:91][cH:92][cH:93][cH:94][cH:95]1.[Pd:40].[Pd:41]>>[Cl:1][c:2]1[n:3][cH:4][c:5]([CH3:9])[c:6]([NH:8][c:11]2[cH:12][c:13]([S:17](=[O:18])(=[O:19])[NH:20][C:21]([CH3:22])([CH3:23])[CH3:24])[cH:14][cH:15][cH:16]2)[n:7]1. As a reaction SMILES: [C:1](Cl)(=O)C.[Cl:5][C:6]1[CH:11]=[CH:10][CH:9]=[CH:8][C:7]=1[CH:12]=[CH:13][C:14](=[O:18])[C:15]([OH:17])=[O:16]>CO>[CH3:1][O:16][C:15](=[O:17])[C:14](=[O:18])[CH:13]=[CH:12][C:7]1[CH:8]=[CH:9][CH:10]=[CH:11][C:6]=1[Cl:5]. Product: COC(C(C=CC1=C(C=CC=C1)Cl)=O)=O (4-(2-chloro-phenyl)-2-oxo-3-butenoic acid methyl ester). The yield is 39.7%. The reactants are ClC1=C(C=CC=C1)C=CC(C(=O)O)=O (4-(2-chloro-phenyl)-2-oxo-3-butenoic acid), C(C)(=O)Cl (Acetyl chloride). Procedure: Acetyl chloride (19.4 mL, 274.4 mmol) was slowly added at 0° C. to methanol (120.0 mL) under stirring. A solution of 4-(2-chloro-phenyl)-2-oxo-3-butenoic acid (17.0 g, 80.7 mmol) prepared in Step 1 in methanol (80.0 mL) was added to the reaction mixture at room temperature. The reaction mixture was stirred at room temperature for 1 hour, additionally at 80° C. for 16 hours. The reaction mixture was concentrated under reduced pressure and then ethyl acetate was added thereto. The reaction mixture... Solvent: CO (methanol), CO (methanol).